From a dataset of the Open Reaction Database (ORD), a public repository of structured organic reaction records. describe an organic reaction: reactants, conditions, products, and yield Reactants: O1CCC(C2=CC=CC=C12)=O (4-chromanone), C(C)O (ethanol), Cl.NO (hydroxylamine hydrochloride), C(C)(=O)[O-].[Na+] (sodium acetate). Run in O (water). Conditions: temperature 10 celsius. The product is O1CCC(C2=CC=CC=C12)=NO (4-Chromanone Oxime). Reaction SMILES: [O:1]1[C:10]2[C:5](=[CH:6][CH:7]=[CH:8][CH:9]=2)[C:4](=O)[CH2:3][CH2:2]1.C(O)C.Cl.[NH2:16][OH:17].C([O-])(=O)C.[Na+]>O>[O:1]1[C:10]2[C:5](=[CH:6][CH:7]=[CH:8][CH:9]=2)[C:4](=[N:16][OH:17])[CH2:3][CH2:2]1 |f:2.3,4.5|. Procedure details: A quantity (18.4 g.) of 4-chromanone was dissolved in 100 ml. ethanol with heating to the boiling temperature. To this hot solution was added 18.4 g. hydroxylamine hydrochloride and a hot aqueous solution of sodium acetate (36.8 g.) that had been dissolved in 50 ml. water heated on a steam bath. The reaction mixture was heated at the reflux temperature for 1.5 hrs. when a thin layer chromatogram indicated that the reaction was completed. After cooling the mixture to about 10° C., crystals formed... Starting materials: CN(C)C=O (DMF), C(CCC)[Li] (n-butyllithium), BrC1=C2C=NN(C2=CC(=C1)F)C1OCCCC1 (4-bromo-6-fluoro-1-tetrahydropyran-2-yl-indazole). Solvent: C1CCOC1 (THF), C1CCOC1 (THF). Conditions: temperature -40 celsius, time 2 hour. The product is FC=1C=C(C=2C=NN(C2C1)C1OCCCC1)C=O (6-fluoro-1-(tetrahydro-2H-pyran-2-yl)-1H-indazole-4-carbaldehyde). Isolated yield 65.5%. RXN SMILES: C([Li])CCC.Br[C:7]1[CH:15]=[C:14]([F:16])[CH:13]=[C:12]2[C:8]=1[CH:9]=[N:10][N:11]2[CH:17]1[CH2:22][CH2:21][CH2:20][CH2:19][O:18]1.CN([CH:26]=[O:27])C>C1COCC1>[F:16][C:14]1[CH:15]=[C:7]([CH:26]=[O:27])[C:8]2[CH:9]=[N:10][N:11]([CH:17]3[CH2:22][CH2:21][CH2:20][CH2:19][O:18]3)[C:12]=2[CH:13]=1. Reported procedure: To a solution of n-butyllithium (13 mL, 21.4 mmol, 1.6 M in hexanes) in THF (60 mL) at −78° C. was added dropwise over 30 min a solution of 4-bromo-6-fluoro-1-tetrahydropyran-2-yl-indazole (4.00 g, 13.4 mmol) in THF (20 mL). The reaction was warmed to −40° C. for 5 min, re-cooled to −78° C., and DMF (4.2 mL, 53.5 mmol) was added. The reaction mixture was allowed to warm to RT and stirred for 2 h. The reaction was then quenched with a satd. aq. NH4Cl at 0° C. EtOAc was added and the layers were s... Reactants: [H-].[Na+] (sodium hydride), OC1=C(NS(C2=C1SC=C2)(=O)=O)C(=O)NC=2SC=CN2 (4-hydroxy-N-(2-thiazolyl)-2H-thieno[2,3-e]-1,2-thiazine-3-carboxamide 1,1-dioxide), CI (methyl iodide), [Na] (sodium). Solvent: CN(C=O)C (dimethylformamide), CN(C=O)C (dimethylformamide). Conditions: time 1 hour. Product: OC1=C(N(S(C2=C1SC=C2)(=O)=O)C)C(=O)NC=2SC=CN2 (4-hydroxy-2-methyl-N-(2-thiazolyl)-2H-thieno[2,3-e]-1,2-thiazine-3-carboxamide 1,1-dioxide). RXN SMILES: [OH:1][C:2]1[C:7]2[S:8][CH:9]=[CH:10][C:6]=2[S:5](=[O:12])(=[O:11])[NH:4][C:3]=1[C:13]([NH:15][C:16]1[S:17][CH:18]=[CH:19][N:20]=1)=[O:14].[H-].[Na+].[CH3:23]I.[Na]>CN(C)C=O>[OH:1][C:2]1[C:7]2[S:8][CH:9]=[CH:10][C:6]=2[S:5](=[O:12])(=[O:11])[N:4]([CH3:23])[C:3]=1[C:13]([NH:15][C:16]1[S:17][CH:18]=[CH:19][N:20]=1)=[O:14] |f:1.2,^1:24|. Procedure: 0.329 g (1 mmol) of 4-hydroxy-N-(2-thiazolyl)-2H-thieno[2,3-e]-1,2-thiazine-3-carboxamide 1,1-dioxide are dissolved in 2 ml of absolute dimethylformamide and added at 0° C. to a stirred suspension of 0.026 g (1.1 mmol) of sodium hydride in 1 ml of absolute dimethylformamide. The mixture is stirred at room temperature for a further 1 hour. 0.1 ml (0.226 g; 1.6 mmol) of methyl iodide are then added to the sodium salt solution and allowed to react for a further 1 hour. After distillation of the sol... The reactants are O=C([O-])[O-], CC[N+]1(C)CCC(=O)CC1, CC1(N)CCOCC1, CCO, CCO, Cl, [I-], [K+], [K+], [Na+], O=C([O-])O, O, O. Yields the product CC1(N2CCC(=O)CC2)CCOCC1. Reaction SMILES: [C:10](=[O:11])([O-:12])[O-:13].[CH2:17]([N+:18]1([CH3:19])[CH2:20][CH2:21][C:22](=[O:25])[CH2:23][CH2:24]1)[CH3:26].[CH3:2][C:3]1([NH2:9])[CH2:4][CH2:5][O:6][CH2:7][CH2:8]1.[CH3:32][CH2:33][OH:34].[CH3:36][CH2:37][OH:38].[ClH:1].[I-:16].[K+:14].[K+:15].[Na+:31].[O-:27][C:28]([OH:29])=[O:30].[OH2:35].[OH2:39]>>[CH3:2][C:3]1([N:9]2[CH2:20][CH2:21][C:22](=[O:25])[CH2:23][CH2:24]2)[CH2:4][CH2:5][O:6][CH2:7][CH2:8]1. The reactants are O=C(n1ccnc1)n1ccnc1, CCOC(C)=O, CO, CN(CCCCN)CCC(c1ccc(Cl)cc1)c1ccccn1, N=C(N)Nc1nc(CSCCN)cs1. The product is CN(CCCCNC(=O)NCCSCc1csc(NC(=N)N)n1)CCC(c1ccc(Cl)cc1)c1ccccn1. RXN SMILES: [C:24](=[O:25])([n:26]1[cH:27][cH:28][n:29][cH:30]1)[n:31]1[cH:32][cH:33][n:34][cH:35]1.[C:52]([O:53][CH2:54][CH3:55])(=[O:56])[CH3:57].[CH3:50][OH:51].[Cl:1][c:2]1[cH:3][cH:4][c:5]([CH:8]([CH2:9][CH2:10][N:11]([CH2:12][CH2:13][CH2:14][CH2:15][NH2:16])[CH3:17])[c:18]2[n:19][cH:20][cH:21][cH:22][cH:23]2)[cH:6][cH:7]1.[NH:36]([C:37](=[NH:38])[NH2:39])[c:40]1[s:41][cH:42][c:43]([CH2:45][S:46][CH2:47][CH2:48][NH2:49])[n:44]1>>[Cl:1][c:2]1[cH:3][cH:4][c:5]([CH:8]([CH2:9][CH2:10][N:11]([CH2:12][CH2:13][CH2:14][CH2:15][NH:16][C:24](=[O:25])[NH:49][CH2:48][CH2:47][S:46][CH2:45][c:43]2[cH:42][s:41][c:40]([NH:36][C:37](=[NH:38])[NH2:39])[n:44]2)[CH3:17])[c:18]2[n:19][cH:20][cH:21][cH:22][cH:23]2)[cH:6][cH:7]1. Starting materials: Cc1ccc(-c2cc(C(=O)OC(C)(C)C)cc(C(O)(C(F)(F)F)C(F)(F)F)c2)cc1, ClCCl, O=C(O)C(F)(F)F. The product is Cc1ccc(-c2cc(C(=O)O)cc(C(O)(C(F)(F)F)C(F)(F)F)c2)cc1. RXN SMILES: [CH3:1][c:2]1[cH:3][cH:4][c:5](-[c:8]2[cH:9][c:10]([C:24](=[O:25])[O:26][C:27]([CH3:28])([CH3:29])[CH3:30])[cH:11][c:12]([C:14]([C:15]([F:16])([F:17])[F:18])([C:19]([F:20])([F:21])[F:22])[OH:23])[cH:13]2)[cH:6][cH:7]1.[Cl:38][CH2:39][Cl:40].[OH:31][C:32]([C:33]([F:34])([F:35])[F:36])=[O:37]>>[CH3:1][c:2]1[cH:3][cH:4][c:5](-[c:8]2[cH:9][c:10]([C:24](=[O:25])[OH:26])[cH:11][c:12]([C:14]([C:15]([F:16])([F:17])[F:18])([C:19]([F:20])([F:21])[F:22])[OH:23])[cH:13]2)[cH:6][cH:7]1. Starting materials: Cl (hydrochloric acid), solution, O.NN (hydrazine hydrate), FC[C@@H]1[C@@H](C(N1)=O)N1C(C=2C(C1=O)=CC=CC2)=O (cis 4-fluoromethyl-3-phthalimido-2-oxo-azetidine). Solvent: O1CCOCC1 (dioxane), O1CCOCC1 (dioxane). Run at time 45 minute. The product is Cl.FC[C@@H]1[C@@H](C(N1)=O)N (cis 4-fluoromethyl-3-amino-2-oxo-azetidine hydrochloride). As a reaction SMILES: O.NN.[F:4][CH2:5][C@H:6]1[NH:9][C:8](=[O:10])[C@H:7]1[N:11]1C(=O)C2=CC=CC=C2C1=O.[ClH:22]>O1CCOCC1>[ClH:22].[F:4][CH2:5][C@H:6]1[NH:9][C:8](=[O:10])[C@H:7]1[NH2:11] |f:0.1,5.6|. Procedure details: 14 ml of a solution of 1 ml of hydrazine hydrate in 50 ml of dioxane were added to a suspension of 1.24 g of the product of Step D in 1.2 ml of dioxane and the mixture was stirred at room temperature for 45 minutes and 5 ml of N hydrochloric acid were added thereto. The mixture was stirred for 15 hours and was evaporated to dryness. The residue was added to water and 2.3 ml of N hydrochloric acid with stirring and the mixture was filtered. Ethanol was added to the filtrate and the mixture was ev...